From a dataset of the Open Reaction Database (ORD), a public repository of structured organic reaction records. describe an organic reaction: reactants, conditions, products, and yield Starting materials: C=CCc1c(O)cc(O)c(C)c1C(=O)OC, CCOC(C)=O. The product is CCCc1c(O)cc(O)c(C)c1C(=O)OC. As a reaction SMILES: [CH2:1]([CH:2]=[CH2:3])[c:4]1[c:5]([C:6](=[O:7])[O:8][CH3:9])[c:10]([CH3:16])[c:11]([OH:15])[cH:12][c:13]1[OH:14].[CH3:17][CH2:18][O:19][C:20](=[O:21])[CH3:22]>>[CH2:1]([CH2:2][CH3:3])[c:4]1[c:5]([C:6](=[O:7])[O:8][CH3:9])[c:10]([CH3:16])[c:11]([OH:15])[cH:12][c:13]1[OH:14]. Starting materials: CC(C)(C)OC(=O)N1CCCC(N2CCCCC2Cc2cc(Cl)ccc2Cl)CC1, ClCCl, O=C(O)C(F)(F)F. Yields the product Clc1ccc(Cl)c(CC2CCCCN2C2CCCNCC2)c1. Reaction SMILES: [C:1]([O:2][C:3](=[O:4])[N:8]1[CH2:9][CH2:10][CH:11]([N:15]2[CH:16]([CH2:21][c:22]3[c:23]([Cl:29])[cH:24][cH:25][c:26]([Cl:28])[cH:27]3)[CH2:17][CH2:18][CH2:19][CH2:20]2)[CH2:12][CH2:13][CH2:14]1)([CH3:5])([CH3:6])[CH3:7].[CH2:37]([Cl:38])[Cl:39].[OH:30][C:31]([C:32]([F:33])([F:34])[F:35])=[O:36]>>[NH:8]1[CH2:9][CH2:10][CH:11]([N:15]2[CH:16]([CH2:21][c:22]3[c:23]([Cl:29])[cH:24][cH:25][c:26]([Cl:28])[cH:27]3)[CH2:17][CH2:18][CH2:19][CH2:20]2)[CH2:12][CH2:13][CH2:14]1. The solvent is C1CCOC1 (THF), CO (CH3OH). Yields the product C(C)OC1=C(C=CC(=C1)C(F)(F)F)C=CC(=O)O (3-(2-ethoxy-4-trifluoromethyl-phenyl)-acrylic acid). Yield: 97.2%. Starting materials: COC(C=CC1=C(C=C(C=C1)C(F)(F)F)OCC)=O (3-(2-Ethoxy-4-trifluoromethyl-phenyl)-acrylic acid methyl ester), [Li+].[OH-] (LiOH). RXN SMILES: C[O:2][C:3](=[O:19])[CH:4]=[CH:5][C:6]1[CH:11]=[CH:10][C:9]([C:12]([F:15])([F:14])[F:13])=[CH:8][C:7]=1[O:16][CH2:17][CH3:18].[Li+].[OH-]>C1COCC1.CO>[CH2:17]([O:16][C:7]1[CH:8]=[C:9]([C:12]([F:13])([F:15])[F:14])[CH:10]=[CH:11][C:6]=1[CH:5]=[CH:4][C:3]([OH:19])=[O:2])[CH3:18] |f:1.2|. Reported procedure: 3-(2-Ethoxy-4-trifluoromethyl-phenyl)-acrylic acid methyl ester (477 mg, 1.74 mmol) was reacted with 1N LiOH (7.5 ml) in THF and CH3OH for 1.5 hrs as described above to yield title compound (440 mg, 97%)